describe an organic reaction: reactants, conditions, products, and yield From a dataset of the Open Reaction Database (ORD), a public repository of structured organic reaction records. Starting materials: hydroperoxides, [O-]O (hydroperoxide), [O-]O (hydroperoxide), [O-]O.C1(CCCCC1)C1=CC=CC=C1 (cyclohexylbenzene hydroperoxide), C(CCCC)C1=CC=CC=C1 (n-pentylbenzene). Reagents/catalysts: catalyst. Run in solvent. Yields the product C1(=CC=CC=C1)O (phenol), C1(CCCCC1)=O (cyclohexanone). Reaction SMILES: [O-:1]O.[CH:3]1(C2C=CC=CC=2)[CH2:8][CH2:7][CH2:6][CH2:5][CH2:4]1.C([C:20]1[CH:25]=[CH:24][CH:23]=[CH:22][CH:21]=1)CCCC.[O-]O>>[C:3]1([OH:1])[CH:8]=[CH:7][CH:6]=[CH:5][CH:4]=1.[C:20]1(=[O:1])[CH2:25][CH2:24][CH2:23][CH2:22][CH2:21]1 |f:0.1|. Procedure details: All cyclohexylbenzene hydroperoxide cleavage reactions were carried out in a 100 mL round bottom flask equipped with a magnetic stir bar. Generally, about 14 g of crude oxidation product (see Example I), 0.4 g of internal standard (n-pentylbenzene), 0.1-3.0 g of catalyst and about 10 mL of solvent were charged to the vessel. The reactor contents were stirred at room temperature for 30 minutes to about 2 hours, then sampled for analysis by gas liquid chromatography (glc). The product yields are c... Reactants: C(=O)(O)[O-].[Na+] (NaHCO3), CuCl2.2H2O, C(CN(CC(=O)O)CC(=O)[O-])N(CC(=O)O)CC(=O)[O-].[Na+].[Na+] (disodium EDTA dihydrate), CO[Na] (CH3ONa), CO (CH3OH), BrC1=CC=C2C=CC=NC2=C1O (7-bromo-8-hydroxyquinoline). Run in CC(=O)O (CH3COOH), O (water), CN(C)C=O (DMF). Run at time 10 minute. Product: COC1=CC=C2C=CC=NC2=C1O (7-methyloxy-8-hydroxyquinoline). Yield: 40.0%. Reaction SMILES: [CH3:1][O:2][Na].CO.Br[C:7]1[C:16]([OH:17])=[C:15]2[C:10]([CH:11]=[CH:12][CH:13]=[N:14]2)=[CH:9][CH:8]=1.C(N(CC([O-])=O)CC(O)=O)CN(CC([O-])=O)CC(O)=O.[Na+].[Na+].C([O-])(O)=O.[Na+]>CN(C=O)C.CC(O)=O.O>[CH3:1][O:2][C:7]1[C:16]([OH:17])=[C:15]2[C:10]([CH:11]=[CH:12][CH:13]=[N:14]2)=[CH:9][CH:8]=1 |f:3.4.5,6.7|. Procedure: It was prepared using protocols by D. Planchenault et al. Tetrahedron 1995, 51, 5823-5830; D. Nobel, J. Chem. Soc., Chem. Commun. 1993, 419-420 and M. Numazawa et al. J. Chem. Soc., Chem. Commun. 1983, 533-534. A solution of CH3ONa (30% by weight) in CH3OH (17 ml, 89.30 mmol) is added to a solution of 7-bromo-8-hydroxyquinoline (2.00 g; 8.93 mmol), in 125 ml of DMF. The mixture is stirred for 10 minutes under argon. CuCl2.2H2O (0.46 g; 2.68 mmol) is added and the reaction mixture is heated under... The reactants are alcohol, O.C1(=CC=C(C=C1)S(=O)(=O)O)C (p-toluene-sulfonic acid monohydrate), C1C(CC2=CC=CC=C12)=O (2-indanone). Solvent: C1(=CC=CC=C1)C (toluene), C1(=CC=CC=C1)C (toluene), C1(=CC=CC=C1)C (Toluene). Run at time 3 hour. Product: C1C=CC2=CC=CC=C12 (indene). Reaction SMILES: [CH2:1]1[C:9]2[C:4](=[CH:5][CH:6]=[CH:7][CH:8]=2)[CH2:3][C:2]1=O.O.C1(C)C=CC(S(O)(=O)=O)=CC=1>C1(C)C=CC=CC=1>[CH2:1]1[C:9]2[C:4](=[CH:5][CH:6]=[CH:7][CH:8]=2)[CH:3]=[CH:2]1 |f:1.2|. Procedure details: A 3-neck 500 mL round-bottomed flask fitted with a condenser and an addition funnel was charged with 2.62 g (0.11 mol) of Mg turnings and 20 mL of anhydrous Et2O. Slow addition of a solution of 25.10 g (0.09 mol) of 3,5-bis(trifluoromethyl) bromobenzene in Et2O (100 mL), followed by refluxing for 30 min, gave a brown-grey solution of the aryl Grignard reagent. The solution was cooled to room temperature, filtered over a plug of Celite and evacuated to yield a brown oil. Toluene (40 mL) was added... The reactants are COC(=O)c1ccc(Br)c(C(=O)OC)c1, CCCCN(CCCC)CCCC, Cl, C=Cc1ccc(F)cc1, O. Product: COC(=O)c1ccc(C=Cc2ccc(F)cc2)c(C(=O)OC)c1. RXN SMILES: [Br:1][c:2]1[c:3]([C:12](=[O:13])[O:14][CH3:15])[cH:4][c:5]([C:6](=[O:7])[O:8][CH3:9])[cH:10][cH:11]1.[CH3:16][CH2:17][CH2:18][CH2:19][N:20]([CH2:21][CH2:22][CH2:23][CH3:24])[CH2:25][CH2:26][CH2:27][CH3:28].[ClH:38].[F:29][c:30]1[cH:31][cH:32][c:33]([CH:34]=[CH2:35])[cH:36][cH:37]1.[OH2:39]>>[c:2]1([CH:35]=[CH:34][c:33]2[cH:32][cH:31][c:30]([F:29])[cH:37][cH:36]2)[c:3]([C:12](=[O:13])[O:14][CH3:15])[cH:4][c:5]([C:6](=[O:7])[O:8][CH3:9])[cH:10][cH:11]1. Reactants: O (water), ClC1=C(C(=CC=C1)Cl)N1N=NC(=C1CO)C(C)C ([3-(2,6-dichloro-phenyl)-5-isopropyl-3H-[1,2,3]triazol-4-yl]-methanol), ClC1=C(C=O)C=CC(=C1)F (2-chloro-4-fluorobenzaldehyde), C([O-])([O-])=O.[Cs+].[Cs+] (cesium carbonate). Solvent: CN(C=O)C (dimethylformamide). Conditions: temperature 100 celsius. Product: ClC1=C(C=O)C=CC(=C1)OCC=1N(N=NC1C(C)C)C1=C(C=CC=C1Cl)Cl (2-Chloro-4-[3-(2,6-dichloro-phenyl)-5-isopropyl-3H-[1,2,3]triazol-4-ylmethoxy]-benzaldehyde). Isolated yield 68.1%. As a reaction SMILES: [Cl:1][C:2]1[CH:7]=[CH:6][CH:5]=[C:4]([Cl:8])[C:3]=1[N:9]1[C:13]([CH2:14][OH:15])=[C:12]([CH:16]([CH3:18])[CH3:17])[N:11]=[N:10]1.[Cl:19][C:20]1[CH:27]=[C:26](F)[CH:25]=[CH:24][C:21]=1[CH:22]=[O:23].C(=O)([O-])[O-].[Cs+].[Cs+].O>CN(C)C=O>[Cl:19][C:20]1[CH:27]=[C:26]([O:15][CH2:14][C:13]2[N:9]([C:3]3[C:4]([Cl:8])=[CH:5][CH:6]=[CH:7][C:2]=3[Cl:1])[N:10]=[N:11][C:12]=2[CH:16]([CH3:18])[CH3:17])[CH:25]=[CH:24][C:21]=1[CH:22]=[O:23] |f:2.3.4|. Procedure: To solution of [3-(2,6-dichloro-phenyl)-5-isopropyl-3H-[1,2,3]triazol-4-yl]-methanol (0.100 g, 1 eq) and 2-chloro-4-fluorobenzaldehyde (0.11 g, 2 eq) in dimethylformamide (3 mL) is added cesium carbonate (0.23 g, 2 eq). The reaction is heated to 100° C. overnight. The reaction is cooled to room temperature and water is added. The mixture is extracted with ethyl acetate and the organic layers are washed with brine, dried over sodium sulfate, filtered, and concentrated under reduced pressure. The ... The reactants are CC(C)NCC(COC=1C=CC(=CC1)CCOC)O (metoprolol), C(\C=C\C=C\C)(=O)O (sorbic acid). The solvent is CC(=O)C (acetone), CC(=O)C (acetone). Conditions: temperature 0 celsius. Yields the product CC(C)NC[C@@H](COC=1C=CC(=CC1)CCOC)O ((S)-metoprolol). Isolated yield 115.3%. Reaction SMILES: [CH3:1][CH:2]([NH:4][CH2:5][CH:6]([OH:19])[CH2:7][O:8][C:9]1[CH:10]=[CH:11][C:12]([CH2:15][CH2:16][O:17][CH3:18])=[CH:13][CH:14]=1)[CH3:3].C(O)(=O)/C=C/C=C/C>CC(C)=O>[CH3:3][CH:2]([NH:4][CH2:5][C@H:6]([OH:19])[CH2:7][O:8][C:9]1[CH:10]=[CH:11][C:12]([CH2:15][CH2:16][O:17][CH3:18])=[CH:13][CH:14]=1)[CH3:1]. Procedure: To the stirred acetone solution of metoprolol base (19.3 mol), acetone (30 l) and sorbic acid (2.12 kg, 18.9 mol) were added at room temperature. The mixture was heated to reflux and the hot solution was filtered. The filtrate was allowed to cool slowly to 0° C. The crystals were centrifugated off, washed with cold acetone (10 l) and dried for three days in vacuo at room temperature to yield 5.95 kg of crystalline (S)-metoprolol. (81% from (4)). The reactants are CON(C(=O)C1=CN(C2=CC=CC=C2C1=O)CC1=NC(=CC=C1)Br)C (1-(6-bromo-pyridin-2-ylmethyl)-4-oxo-1,4-dihydro-quinoline-3-carboxylic acid methoxy-methyl-amide), white solid, CC1=C(C=C(C=C1)C)[Mg]Br (2,5-dimethylphenylmagnesium bromide). Solvent: C1CCOC1 (THF). Yields the product BrC1=CC=CC(=N1)CN1C=C(C(C2=CC=CC=C12)=O)C(C1=C(C=CC(=C1)C)C)=O (1-(6-Bromo-pyridin-2-ylmethyl)-3-(2,5-dimethyl-benzoyl)-1H-quinolin-4-one). Reaction SMILES: CON(C)[C:4]([C:6]1[C:15](=[O:16])[C:14]2[C:9](=[CH:10][CH:11]=[CH:12][CH:13]=2)[N:8]([CH2:17][C:18]2[CH:23]=[CH:22][CH:21]=[C:20]([Br:24])[N:19]=2)[CH:7]=1)=[O:5].[CH3:26][C:27]1[CH:32]=[CH:31][C:30]([CH3:33])=[CH:29][C:28]=1[Mg]Br>C1COCC1>[Br:24][C:20]1[N:19]=[C:18]([CH2:17][N:8]2[C:9]3[C:14](=[CH:13][CH:12]=[CH:11][CH:10]=3)[C:15](=[O:16])[C:6]([C:4](=[O:5])[C:28]3[CH:29]=[C:30]([CH3:33])[CH:31]=[CH:32][C:27]=3[CH3:26])=[CH:7]2)[CH:23]=[CH:22][CH:21]=1. Procedure: Experimental conditions analogous to those described for Step 6 of Example 60 from 90 mg (0.22 mmol) of 1-(6-bromo-pyridin-2-ylmethyl)-4-oxo-1,4-dihydro-quinoline-3-carboxylic acid methoxy-methyl-amide in 1 mL THF and 0.98 mL 0.5M 2,5-dimethylphenylmagnesium bromide. Yield: 57 mg of a white solid. LC-MSD, m/z for C24H19BrN2O2 [M+H]+=447.0, 449.0; HPLC retention time: 2.7 min. Starting materials: CCc1ccc(C(=O)c2ccc(OC)c(OC)c2)cc1CC, CCOP(=O)(CC#N)OCC, COC(=O)C=C(c1ccc(OC)c(OC)c1)c1ccc(OC)c(OC)c1, C[Si](C)(C)[N-][Si](C)(C)C, CCCCCC, [Li+]. The product is CCc1ccc(C(=CC#N)c2ccc(OC)c(OC)c2)cc1CC. Reaction SMILES: [CH2:27]([CH3:28])[c:29]1[cH:30][c:31]([C:37]([c:38]2[cH:39][c:40]([O:46][CH3:47])[c:41]([O:44][CH3:45])[cH:42][cH:43]2)=[O:48])[cH:32][cH:33][c:34]1[CH2:35][CH3:36].[CH2:49]([O:50][P:51](=[O:52])([O:53][CH2:54][CH3:55])[CH2:57][C:58]#[N:59])[CH3:56].[CH3:1][O:2][c:3]1[cH:4][c:5]([C:6]([c:7]2[cH:8][cH:9][c:10]([O:11][CH3:12])[c:13]([O:14][CH3:15])[cH:16]2)=[CH:17][C:18]([O:19][CH3:20])=[O:21])[cH:22][cH:23][c:24]1[O:25][CH3:26].[CH3:60][Si:61]([CH3:62])([CH3:63])[N-:64][Si:65]([CH3:66])([CH3:67])[CH3:68].[CH3:70][CH2:71][CH2:72][CH2:73][CH2:74][CH3:75].[Li+:69]>>[CH2:27]([CH3:28])[c:29]1[cH:30][c:31]([C:37]([c:38]2[cH:39][c:40]([O:46][CH3:47])[c:41]([O:44][CH3:45])[cH:42][cH:43]2)=[CH:57][C:58]#[N:59])[cH:32][cH:33][c:34]1[CH2:35][CH3:36]. Reactants: CCOC(=O)C(Br)Cc1ccccc1, C1COCCN1, Cl, CN(C)C=O. Product: CCOC(=O)C(Cc1ccccc1)N1CCOCC1. As a reaction SMILES: [Br:1][CH:2]([C:3](=[O:4])[O:5][CH2:6][CH3:7])[CH2:8][c:9]1[cH:10][cH:11][cH:12][cH:13][cH:14]1.[CH2:15]1[CH2:16][O:17][CH2:18][CH2:19][NH:20]1.[ClH:26].[O:21]=[CH:22][N:23]([CH3:24])[CH3:25]>>[CH:2]([C:3](=[O:4])[O:5][CH2:6][CH3:7])([CH2:8][c:9]1[cH:10][cH:11][cH:12][cH:13][cH:14]1)[N:20]1[CH2:15][CH2:16][O:17][CH2:18][CH2:19]1. The reactants are ClC1=NC=NC2=CC(=C(C=C12)OC)OCCCN1CCCC1 (4-chloro-6-methoxy-7-(3-pyrrolidin-1-ylpropoxy)quinazoline), OC=1C=C2C=C(NC2=CC1)C(F)(F)F (5-hydroxy-2-trifluoromethylindole). The product is COC=1C=C2C(=NC=NC2=CC1OCCCN1CCCC1)OC=1C=C2C=C(NC2=CC1)C(F)(F)F (6-methoxy-7-(3-pyrrolidin-1-ylpropoxy)-4-(2-trifluoromethylindol-5-yloxy)quinazoline). The yield is 71.9%. As a reaction SMILES: Cl[C:2]1[C:11]2[C:6](=[CH:7][C:8]([O:14][CH2:15][CH2:16][CH2:17][N:18]3[CH2:22][CH2:21][CH2:20][CH2:19]3)=[C:9]([O:12][CH3:13])[CH:10]=2)[N:5]=[CH:4][N:3]=1.[OH:23][C:24]1[CH:25]=[C:26]2[C:30](=[CH:31][CH:32]=1)[NH:29][C:28]([C:33]([F:36])([F:35])[F:34])=[CH:27]2>>[CH3:13][O:12][C:9]1[CH:10]=[C:11]2[C:6](=[CH:7][C:8]=1[O:14][CH2:15][CH2:16][CH2:17][N:18]1[CH2:22][CH2:21][CH2:20][CH2:19]1)[N:5]=[CH:4][N:3]=[C:2]2[O:23][C:24]1[CH:25]=[C:26]2[C:30](=[CH:31][CH:32]=1)[NH:29][C:28]([C:33]([F:36])([F:34])[F:35])=[CH:27]2. Reported procedure: Using an analogous procedure to that described in Example 44, 4-chloro-6-methoxy-7-(3-pyrrolidin-1-ylpropoxy)quinazoline (100 mg, 0.3 mmol), (prepared as described for the starting material in Example 9), was reacted with 5-hydroxy-2-trifluoromethylindole (75 mg, 0.37 mmol), (prepared as described for the starting material in Example 44), to give 6-methoxy-7-(3-pyrrolidin-1-ylpropoxy)-4-(2-trifluoromethylindol-5-yloxy)quinazoline (105 mg, 70%).